Task: describe an organic reaction: reactants, conditions, products, and yield. Dataset: the Open Reaction Database (ORD), a public repository of structured organic reaction records The reactants are CN1C(C(=CC2=CN=C(C=C12)C)C=1C=C(C(=O)N)C=CC1C)=O (3-(1,7-Dimethyl-2-oxo-1,2-dihydro-1,6-naphthyridin-3-yl)-4-methylbenzamide), C(C(=O)Cl)(=O)Cl (oxalyl chloride). Run in ClCCCl (1,2-dichloroethane). Yields the product CN1C(C(=CC2=CN=C(C=C12)C)C=1C=C(C(=O)N=C=O)C=CC1C)=O (3-(1,7-dimethyl-2-oxo-1,2-dihydro-1,6-naphthyridin-3-yl)-4-methylbenzoyl isocyanate). Reaction SMILES: [CH3:1][N:2]1[C:11]2[C:6](=[CH:7][N:8]=[C:9]([CH3:12])[CH:10]=2)[CH:5]=[C:4]([C:13]2[CH:14]=[C:15]([CH:19]=[CH:20][C:21]=2[CH3:22])[C:16]([NH2:18])=[O:17])[C:3]1=[O:23].C(Cl)(=O)[C:25](Cl)=[O:26]>ClCCCl>[CH3:1][N:2]1[C:11]2[C:6](=[CH:7][N:8]=[C:9]([CH3:12])[CH:10]=2)[CH:5]=[C:4]([C:13]2[CH:14]=[C:15]([CH:19]=[CH:20][C:21]=2[CH3:22])[C:16]([N:18]=[C:25]=[O:26])=[O:17])[C:3]1=[O:23]. Procedure details: 3-(1,7-Dimethyl-2-oxo-1,2-dihydro-1,6-naphthyridin-3-yl)-4-methylbenzamide 30 (310 mg, 1 mmol) is heated with oxalyl chloride (1 mL) in 1,2-dichloroethane (2 mL) at reflux for 2 h. Solvent is evaporated to give 31 as a white solid which is used without purification. Reactants: CCOCC, ClCCl, CC(C)C(NC(=O)CCCCCN1C(=O)C=CC1=O)C(=O)NC(CCCNC(N)=O)C(=O)Nc1ccc(COC(=O)N2CCN(C(=O)OC(C)(C)C)CC2)cc1, O=C(O)C(F)(F)F. Yields the product CC(C)C(NC(=O)CCCCCN1C(=O)C=CC1=O)C(=O)NC(CCCNC(N)=O)C(=O)Nc1ccc(COC(=O)N2CCNCC2)cc1. RXN SMILES: [CH3:64][CH2:65][O:66][CH2:67][CH3:68].[Cl:69][CH2:70][Cl:71].[O:1]=[C:2]1[N:3]([CH2:8][CH2:9][CH2:10][CH2:11][CH2:12][C:13](=[O:14])[NH:15][CH:16]([CH:17]([CH3:18])[CH3:19])[C:20](=[O:21])[NH:22][CH:23]([CH2:24][CH2:25][CH2:26][NH:27][C:28]([NH2:29])=[O:30])[C:31](=[O:32])[NH:33][c:34]2[cH:35][cH:36][c:37]([CH2:40][O:41][C:42](=[O:43])[N:44]3[CH2:45][CH2:46][N:47]([C:50]([O:51][C:52]([CH3:53])([CH3:54])[CH3:55])=[O:56])[CH2:48][CH2:49]3)[cH:38][cH:39]2)[C:4](=[O:7])[CH:5]=[CH:6]1.[OH:57][C:58]([C:59]([F:60])([F:61])[F:62])=[O:63]>>[O:1]=[C:2]1[N:3]([CH2:8][CH2:9][CH2:10][CH2:11][CH2:12][C:13](=[O:14])[NH:15][CH:16]([CH:17]([CH3:18])[CH3:19])[C:20](=[O:21])[NH:22][CH:23]([CH2:24][CH2:25][CH2:26][NH:27][C:28]([NH2:29])=[O:30])[C:31](=[O:32])[NH:33][c:34]2[cH:35][cH:36][c:37]([CH2:40][O:41][C:42](=[O:43])[N:44]3[CH2:45][CH2:46][NH:47][CH2:48][CH2:49]3)[cH:38][cH:39]2)[C:4](=[O:7])[CH:5]=[CH:6]1.